From a dataset of the Open Reaction Database (ORD), a public repository of structured organic reaction records. describe an organic reaction: reactants, conditions, products, and yield The reactants are Cl.NO (hydroxylamine hydrochloride), C1(=CC=CC=C1)CC=O (Phenylacetaldehyde), N1=CC=CC=C1 (pyridine). Run in CCO (EtOH). Run at time 1.5 hour. The product is C1(=CC=CC=C1)CC=NO (phenylacetaldehyde oxime). The yield is 31.0%. RXN SMILES: [C:1]1([CH2:7][CH:8]=O)[CH:6]=[CH:5][CH:4]=[CH:3][CH:2]=1.Cl.[NH2:11][OH:12].N1C=CC=CC=1>CCO>[C:1]1([CH2:7][CH:8]=[N:11][OH:12])[CH:6]=[CH:5][CH:4]=[CH:3][CH:2]=1 |f:1.2|. Procedure details: Phenylacetaldehyde (12.0 g, 7.8 ml, 0.1 mol) was dissolved in EtOH (360 ml) and mixed while stirring successively with hydroxylamine hydrochloride (10.4 g, 0.15 mol) and abs. pyridine (9.7 ml, 0.12 mol). After stirring for 1.5 h at RT, the reaction mixture was concentrated, the residue taken up in toluene (1×100 ml) and the solvent removed again under vacuum. The oily residue was stirred with EtOAc (350 ml) and water (90 ml) for 15 min. Subsequently, the phases were separated. The organic phase ... The reactants are C1CCOC1, COc1ccc(CN(Cc2ccc(OC)cc2)c2nc(C)nc(-c3cc(C=O)cnc3F)n2)cc1, C[Si](C)(C)C(F)(F)F. Yields the product COc1ccc(CN(Cc2ccc(OC)cc2)c2nc(C)nc(-c3cc(C(O)C(F)(F)F)cnc3F)n2)cc1. Reaction SMILES: [CH2:44]1[O:45][CH2:46][CH2:47][CH2:48]1.[CH3:1][O:2][c:3]1[cH:4][cH:5][c:6]([CH2:7][N:8]([c:9]2[n:10][c:11](-[c:16]3[c:17]([F:24])[n:18][cH:19][c:20]([CH:21]=[O:22])[cH:23]3)[n:12][c:13]([CH3:15])[n:14]2)[CH2:25][c:26]2[cH:27][cH:28][c:29]([O:32][CH3:33])[cH:30][cH:31]2)[cH:34][cH:35]1.[CH3:36][Si:37]([C:38]([F:39])([F:40])[F:41])([CH3:42])[CH3:43]>>[CH3:1][O:2][c:3]1[cH:4][cH:5][c:6]([CH2:7][N:8]([c:9]2[n:10][c:11](-[c:16]3[c:17]([F:24])[n:18][cH:19][c:20]([CH:21]([OH:22])[C:38]([F:39])([F:40])[F:41])[cH:23]3)[n:12][c:13]([CH3:15])[n:14]2)[CH2:25][c:26]2[cH:27][cH:28][c:29]([O:32][CH3:33])[cH:30][cH:31]2)[cH:34][cH:35]1. Reactants: COC1=C(C=C(C(=C1)N1CCN(CC1)C)[N+](=O)[O-])NC(OC(C)(C)C)=O (tert-Butyl N-[2-methoxy-4-(4-methylpiperazin-1-yl)-5-nitrophenyl]carbamate), COC1=C(C=C(C(=C1)N1CCN(CC1)C)[N+](=O)[O-])NC(OC(C)(C)C)=O (tert-Butyl N-[2-methoxy-4-(4-methylpiperazin-1-yl)-5-nitrophenyl]carbamate), C(=O)(C(F)(F)F)O (TFA). The solvent is C(Cl)Cl (CH2Cl2). Conditions: time 2 hour. Product: COC1=C(N)C=C(C(=C1)N1CCN(CC1)C)[N+](=O)[O-] (2-Methoxy-4-(4-methylpiperazin-1-yl)-5-nitroaniline). Isolated yield 59.0%. RXN SMILES: [CH3:1][O:2][C:3]1[CH:8]=[C:7]([N:9]2[CH2:14][CH2:13][N:12]([CH3:15])[CH2:11][CH2:10]2)[C:6]([N+:16]([O-:18])=[O:17])=[CH:5][C:4]=1[NH:19]C(=O)OC(C)(C)C.C(O)(C(F)(F)F)=O>C(Cl)Cl>[CH3:1][O:2][C:3]1[CH:8]=[C:7]([N:9]2[CH2:14][CH2:13][N:12]([CH3:15])[CH2:11][CH2:10]2)[C:6]([N+:16]([O-:18])=[O:17])=[CH:5][C:4]=1[NH2:19]. Procedure details: tert-Butyl N-[2-methoxy-4-(4-methylpiperazin-1-yl)-5-nitrophenyl]carbamate (Intermediate 15, 1.4 g, 3.82 mmol) was dissolved in CH2Cl2 (20 mL) and TFA (5 mL) was then added. The mixture was stirred for 2 h at r.t. and was then concentrated in vacuo. The resulting residue was dissolved in CH3OH, absorbed onto an SCX column, washed with CH3OH and eluted with methanolic ammonia. The fractions that contained product were combined and concentrated. Purification by FCC, eluting with 1.5% 7N methanolic... Starting materials: CCC1CC(N(Cc2cc(C(F)(F)F)cc(C(F)(F)F)c2)c2nnn(C)n2)c2nc(C(F)(F)F)ccc2N1C(=O)OCCOCc1ccccc1, CO. Product: CCC1CC(N(Cc2cc(C(F)(F)F)cc(C(F)(F)F)c2)c2nnn(C)n2)c2nc(C(F)(F)F)ccc2N1C(=O)OCCO. Reaction SMILES: [CH2:1]([c:2]1[cH:3][cH:4][cH:5][cH:6][cH:7]1)[O:8][CH2:9][CH2:10][O:11][C:12](=[O:13])[N:14]1[CH:15]([CH2:50][CH3:51])[CH2:16][CH:17]([N:28]([c:29]2[n:30][n:31][n:32]([CH3:34])[n:33]2)[CH2:35][c:36]2[cH:37][c:38]([C:46]([F:47])([F:48])[F:49])[cH:39][c:40]([C:42]([F:43])([F:44])[F:45])[cH:41]2)[c:18]2[n:19][c:20]([C:24]([F:25])([F:26])[F:27])[cH:21][cH:22][c:23]21.[CH3:52][OH:53]>>[OH:8][CH2:9][CH2:10][O:11][C:12](=[O:13])[N:14]1[CH:15]([CH2:50][CH3:51])[CH2:16][CH:17]([N:28]([c:29]2[n:30][n:31][n:32]([CH3:34])[n:33]2)[CH2:35][c:36]2[cH:37][c:38]([C:46]([F:47])([F:48])[F:49])[cH:39][c:40]([C:42]([F:43])([F:44])[F:45])[cH:41]2)[c:18]2[n:19][c:20]([C:24]([F:25])([F:26])[F:27])[cH:21][cH:22][c:23]21. The reactants are O1C2=C(N(CC1)CC1=NN(C=C1)C1=C(C(=O)NC(CC3=CC=CC=C3)C(C(=O)N)O)C=CC=N1)C=CC=C2 (2-(3-((2H-benzo[b][1,4]oxazin-4(3H)-yl)methyl)-1H-pyrazol-1-yl)-N-(4-amino-3-hydroxy-4-oxo-1-phenylbutan-2-yl)nicotinamide), IC1=C(C(=O)O)C=CC=C1 (2-iodobenzoic acid). Solvent: CS(=O)C (DMSO). Product: O1C2=C(N(CC1)CC1=NN(C=C1)C1=C(C(=O)NC(CC3=CC=CC=C3)C(C(=O)N)=O)C=CC=N1)C=CC=C2 (2-(3-((2H-Benzo[b][1,4]oxazin-4(3H)-yl)methyl)-1H-pyrazol-1-yl)-N-(4-amino-3,4-dioxo-1-phenylbutan-2-yl)nicotinamide). Yield: 105.1%. As a reaction SMILES: [O:1]1[CH2:6][CH2:5][N:4]([CH2:7][C:8]2[CH:12]=[CH:11][N:10]([C:13]3[N:34]=[CH:33][CH:32]=[CH:31][C:14]=3[C:15]([NH:17][CH:18]([CH:26]([OH:30])[C:27]([NH2:29])=[O:28])[CH2:19][C:20]3[CH:25]=[CH:24][CH:23]=[CH:22][CH:21]=3)=[O:16])[N:9]=2)[C:3]2[CH:35]=[CH:36][CH:37]=[CH:38][C:2]1=2.IC1C=CC=CC=1C(O)=O>CS(C)=O>[O:1]1[CH2:6][CH2:5][N:4]([CH2:7][C:8]2[CH:12]=[CH:11][N:10]([C:13]3[N:34]=[CH:33][CH:32]=[CH:31][C:14]=3[C:15]([NH:17][CH:18]([C:26](=[O:30])[C:27]([NH2:29])=[O:28])[CH2:19][C:20]3[CH:25]=[CH:24][CH:23]=[CH:22][CH:21]=3)=[O:16])[N:9]=2)[C:3]2[CH:35]=[CH:36][CH:37]=[CH:38][C:2]1=2. Procedure details: Oxidation of 2-(3-((2H-benzo[b][1,4]oxazin-4(3H)-yl)methyl)-1H-pyrazol-1-yl)-N-(4-amino-3-hydroxy-4-oxo-1-phenylbutan-2-yl)nicotinamide (210 mg, 0.410 mmol) in DMSO (6 mL) with 2-iodobenzoic acid as described for example 2.4 gave 220 mg of a yellow solid, which was purified by chromatography over silica gel (eluent CH2Cl2+0-15% methanol). After concentration the obtained solid was recrystallized from 2-propanol to give 78 mg of the title compound as an amorphous solid; ESI-MS [M+H]+: 511.2. 1H-N...